Dataset: the Open Reaction Database (ORD), a public repository of structured organic reaction records. Task: describe an organic reaction: reactants, conditions, products, and yield Starting materials: [Br-], C1CCOC1, [Mg+]C1CC1, O=C(c1ccccc1)c1ccc2c(c1)nnn2-c1ccc(F)cc1. As a reaction SMILES: [Br-:25].[CH2:30]1[O:31][CH2:32][CH2:33][CH2:34]1.[CH:26]1([Mg+:29])[CH2:27][CH2:28]1.[F:1][c:2]1[cH:3][cH:4][c:5](-[n:8]2[n:9][n:10][c:11]3[c:12]2[cH:13][cH:14][c:15]([C:17](=[O:18])[c:19]2[cH:20][cH:21][cH:22][cH:23][cH:24]2)[cH:16]3)[cH:6][cH:7]1>>[F:1][c:2]1[cH:3][cH:4][c:5](-[n:8]2[n:9][n:10][c:11]3[c:12]2[cH:13][cH:14][c:15]([C:17]([OH:18])([c:19]2[cH:20][cH:21][cH:22][cH:23][cH:24]2)[CH:26]2[CH2:27][CH2:28]2)[cH:16]3)[cH:6][cH:7]1. Yields the product OC(c1ccccc1)(c1ccc2c(c1)nnn2-c1ccc(F)cc1)C1CC1. The reactants are BrC1=C(CCNC=2C(=NC3=CC=C(C=C3N2)C(=O)OC)C2=CC=CC=C2)C=CC=C1 (methyl 3-(2-bromophenethylamino)-2-phenylquinoxaline-6-carboxylate), C=1C=CC(=CC1)P(C=2C=CC=CC2)C3=CC=C4C=CC=CC4=C3C5=C6C=CC=CC6=CC=C5P(C=7C=CC=CC7)C=8C=CC=CC8 (BINAP), C(=O)([O-])[O-].[Cs+].[Cs+] (Cs2CO3). Reagents/catalysts: C=1C=CC(=CC1)/C=C/C(=O)/C=C/C2=CC=CC=C2.C=1C=CC(=CC1)/C=C/C(=O)/C=C/C2=CC=CC=C2.C=1C=CC(=CC1)/C=C/C(=O)/C=C/C2=CC=CC=C2.[Pd].[Pd] (Pd2(dba)3). The solvent is O1CCOCC1 (1,4-dioxane). Run at temperature 100 celsius, time 8 hour. The product is N1(CCC2=CC=CC=C12)C=1C(=NC2=CC=C(C=C2N1)C(=O)OC)C1=CC=CC=C1 (Methyl 3-(indolin-1-yl)-2-phenylquinoxaline-6-carboxylate). As a reaction SMILES: Br[C:2]1[CH:30]=[CH:29][CH:28]=[CH:27][C:3]=1[CH2:4][CH2:5][NH:6][C:7]1[C:8]([C:21]2[CH:26]=[CH:25][CH:24]=[CH:23][CH:22]=2)=[N:9][C:10]2[C:15]([N:16]=1)=[CH:14][C:13]([C:17]([O:19][CH3:20])=[O:18])=[CH:12][CH:11]=2.C1C=CC(P(C2C(C3C(P(C4C=CC=CC=4)C4C=CC=CC=4)=CC=C4C=3C=CC=C4)=C3C(C=CC=C3)=CC=2)C2C=CC=CC=2)=CC=1.C([O-])([O-])=O.[Cs+].[Cs+]>C1C=CC(/C=C/C(/C=C/C2C=CC=CC=2)=O)=CC=1.C1C=CC(/C=C/C(/C=C/C2C=CC=CC=2)=O)=CC=1.C1C=CC(/C=C/C(/C=C/C2C=CC=CC=2)=O)=CC=1.[Pd].[Pd].O1CCOCC1>[N:6]1([C:7]2[C:8]([C:21]3[CH:26]=[CH:25][CH:24]=[CH:23][CH:22]=3)=[N:9][C:10]3[C:15]([N:16]=2)=[CH:14][C:13]([C:17]([O:19][CH3:20])=[O:18])=[CH:12][CH:11]=3)[C:2]2[C:3](=[CH:27][CH:28]=[CH:29][CH:30]=2)[CH2:4][CH2:5]1 |f:2.3.4,5.6.7.8.9|. Procedure: Into a 10-mL sealed tube, was placed methyl 3-(2-bromophenethylamino)-2-phenylquinoxaline-6-carboxylate (110 mg, 0.24 mmol, 1.00 equiv), Pd2(dba)3 (22 mg, 0.02 mmol, 0.10 equiv), BINAP (59.37 mg, 0.10 mmol, 0.40 equiv), Cs2CO3 (233 mg, 0.71 mmol, 3.00 equiv), 1,4-dioxane (5 mL). The resulting solution was stirred for overnight at 100° C. in an oil bath. The resulting solids were filtered out. The filtrate was concentrated under vacuum and applied onto a silica gel column with ethyl acetate/petro... Reactants: O(C(C)(C)C)CCO, c1(c(n[nH]c1)C)[N+](=O)[O-]. Reagents/catalysts: c1ccc(cc1)-c2c3ccccc3cc4ccccc24 (9-Phenylanthracene), C(c1ccccc1)(Nc1ccccn1)Nc1ccccn1, P(c1ccccc1)(c1ccccc1)c1ccccc1 (P(Ph)3). Run in CC1=CC=CC=C1 (Toluene). Run at temperature 20 celsius, time 18 hour. Product: Cc1nn(CCOC(C)(C)C)cc1[N+](=O)[O-]. Reaction SMILES: [CH3:1][c:2]1[c:6]([N+:7]([O-:9])=[O:8])[cH:5][nH:4][n:3]1.[CH3:10][C:11]([O:14][CH2:15][CH2:16]O)([CH3:13])[CH3:12]>>[CH3:1][c:2]1[c:6]([N+:7]([O-:9])=[O:8])[cH:5][n:4]([CH2:16][CH2:15][O:14][C:11]([CH3:13])([CH3:12])[CH3:10])[n:3]1. The reactants are CCOC(C)=O, CCOC(=O)Cl, NC(=O)c1ccc(-c2ccccc2F)c2c1[nH]c1cc(O)ccc12, c1ccncc1. Product: CCOC(=O)Oc1ccc2c(c1)[nH]c1c(C(N)=O)ccc(-c3ccccc3F)c12. RXN SMILES: [CH3:37][CH2:38][O:39][C:40]([CH3:41])=[O:42].[Cl:1][C:2](=[O:3])[O:4][CH2:5][CH3:6].[F:7][c:8]1[c:9](-[c:14]2[cH:15][cH:16][c:17]([C:28](=[O:29])[NH2:30])[c:18]3[nH:19][c:20]4[cH:21][c:22]([OH:27])[cH:23][cH:24][c:25]4[c:26]23)[cH:10][cH:11][cH:12][cH:13]1.[cH:31]1[cH:32][cH:33][n:34][cH:35][cH:36]1>>[C:2](=[O:3])([O:4][CH2:5][CH3:6])[O:27][c:22]1[cH:21][c:20]2[nH:19][c:18]3[c:17]([C:28](=[O:29])[NH2:30])[cH:16][cH:15][c:14](-[c:9]4[c:8]([F:7])[cH:13][cH:12][cH:11][cH:10]4)[c:26]3[c:25]2[cH:24][cH:23]1. The reactants are COC1=C(C(=O)OC)C=C(C=C1)N1N=NN=C1C(F)(F)F (methyl 2-methoxy-5-(5-trifluoromethyl-1H-tetrazol-1-yl)benzoate), [OH-].[Na+] (sodium hydroxide), Cl (hydrochloric acid). Solvent: CO.O1CCCC1 (methanol tetrahydrofuran). Reaction conditions: time 2 hour. Product: COC1=C(C(=O)O)C=C(C=C1)N1N=NN=C1C(F)(F)F (2-Methoxy-5-(5-trifluoromethyl-1H-tetrazol-1-yl)benzoic Acid). RXN SMILES: [CH3:1][O:2][C:3]1[CH:12]=[CH:11][C:10]([N:13]2[C:17]([C:18]([F:21])([F:20])[F:19])=[N:16][N:15]=[N:14]2)=[CH:9][C:4]=1[C:5]([O:7]C)=[O:6].[OH-].[Na+].Cl>CO.O1CCCC1>[CH3:1][O:2][C:3]1[CH:12]=[CH:11][C:10]([N:13]2[C:17]([C:18]([F:21])([F:19])[F:20])=[N:16][N:15]=[N:14]2)=[CH:9][C:4]=1[C:5]([OH:7])=[O:6] |f:1.2,4.5|. Procedure details: Combine methyl 2-methoxy-5-(5-trifluoromethyl-1H-tetrazol-1-yl)benzoate (1.46 g, 5.27 mmol) and an aqueous solution of sodium hydroxide (20 mL, 2 M, 40 mmol) in methanol/tetrahydrofuran (20 mL/10 mL). After 2 hours, adjust the pH of the reaction mixture to about 2 using a 1 M aqueous hydrochloric acid solution. Extract the reaction mixture with ethyl acetate and then dichloromethane. Dry the combined organic layers over MgSO4, filter, and evaporate in vacuo to give a the title compound: Rf=0.55 ... The reactants are O=C([O-])[O-], CCOc1c2c(c([N+](=O)[O-])c(OCC)c1OCC)C(=O)OC2, COc1cc2c(cc1OC)CC[N+](C)=C2, CO, [I-], [K+], [K+], O. The product is CCOc1c(OCC)c2c(c([N+](=O)[O-])c1OCC)C(=O)OC2C1c2cc(OC)c(OC)cc2CCN1C. RXN SMILES: [C:39](=[O:40])([O-:41])[O-:42].[CH2:17]([CH3:18])[O:19][c:20]1[c:21]2[c:26]([c:27]([N+:36](=[O:37])[O-:38])[c:28]([O:33][CH2:34][CH3:35])[c:29]1[O:30][CH2:31][CH3:32])[C:24](=[O:25])[O:23][CH2:22]2.[CH3:2][N+:3]1=[CH:4][c:5]2[cH:6][c:7]([O:15][CH3:16])[c:8]([O:13][CH3:14])[cH:9][c:10]2[CH2:11][CH2:12]1.[CH3:45][OH:46].[I-:1].[K+:43].[K+:44].[OH2:47]>>[CH3:2][N:3]1[CH:4]([CH:22]2[c:21]3[c:20]([O:19][CH2:17][CH3:18])[c:29]([O:30][CH2:31][CH3:32])[c:28]([O:33][CH2:34][CH3:35])[c:27]([N+:36](=[O:37])[O-:38])[c:26]3[C:24](=[O:25])[O:23]2)[c:5]2[cH:6][c:7]([O:15][CH3:16])[c:8]([O:13][CH3:14])[cH:9][c:10]2[CH2:11][CH2:12]1. Starting materials: CCC(C)N, Cc1cc([N+](=O)[O-])c(Cl)c([N+](=O)[O-])c1C, Cc1ccccc1C. Yields the product CCC(C)Nc1c([N+](=O)[O-])cc(C)c(C)c1[N+](=O)[O-]. Reaction SMILES: [CH:16]([CH3:17])([CH2:18][CH3:19])[NH2:20].[Cl:1][c:2]1[c:3]([N+:13](=[O:14])[O-:15])[c:4]([CH3:12])[c:5]([CH3:11])[cH:6][c:7]1[N+:8](=[O:9])[O-:10].[c:21]1([CH3:22])[c:23]([CH3:24])[cH:25][cH:26][cH:27][cH:28]1>>[c:2]1([NH:20][CH:16]([CH3:17])[CH2:18][CH3:19])[c:3]([N+:13](=[O:14])[O-:15])[c:4]([CH3:12])[c:5]([CH3:11])[cH:6][c:7]1[N+:8](=[O:9])[O-:10]. Starting materials: ClCCCOC1=CC=C(C=O)C=C1 (4-chloropropoxybenzaldehyde), COC1=CC2=C(N=C(S2)C)C=C1 (6-methoxy-2-methylbenzothiazole). Yields the product ClCCCOC1=CC=C(C=C1)/C=C/C=1SC2=C(N1)C=CC(=C2)OC ((E)-2-[2-(4-chloropropoxyphenyl)ethenyl]-6-methoxybenzothiazole). Isolated yield 27.8%. Reaction SMILES: [Cl:1][CH2:2][CH2:3][CH2:4][O:5][C:6]1[CH:13]=[CH:12][C:9]([CH:10]=O)=[CH:8][CH:7]=1.[CH3:14][O:15][C:16]1[CH:25]=[CH:24][C:19]2[N:20]=[C:21]([CH3:23])[S:22][C:18]=2[CH:17]=1>>[Cl:1][CH2:2][CH2:3][CH2:4][O:5][C:6]1[CH:13]=[CH:12][C:9](/[CH:10]=[CH:23]/[C:21]2[S:22][C:18]3[CH:17]=[C:16]([O:15][CH3:14])[CH:25]=[CH:24][C:19]=3[N:20]=2)=[CH:8][CH:7]=1. Procedure: The procedure of Example 28 was followed starting with 4-chloropropoxybenzaldehyde (5.0 g, 25 mmol) and using 6-methoxy-2-methylbenzothiazole (4.2 ml, 25 mmol) in place of 2-methylbenzothiazole to give (E)-2-[2-(4-chloropropoxyphenyl)ethenyl]-6-methoxybenzothiazole (2.5 g, 28% yield) as an amber oil. 1H NMR (CDCl3): δ 7.44-6.82 (m, 9H9, 4.21 (t, J=5.3 Hz, 2H), 3.93 (s, 3H), 3.41 (t, J=5.3 Hz, 2H), 2.51 (m, 2H). The reactants are ON=C(N)C1=CN=NC=C1 (N′-Hydroxypyridazine-4-carboximidamide), C(#N)C=1C=C(C(=O)Cl)C=CC1 (3-cyanobenzoyl chloride), N (NH3). The product is N1=NC=C(C=C1)C1=NOC(=N1)C=1C=C(C#N)C=CC1 (3-(3-(Pyridazin-4-yl)-1,2,4-oxadiazol-5-yl)benzonitrile). Reaction SMILES: [OH:1][N:2]=[C:3]([C:5]1[CH:10]=[CH:9][N:8]=[N:7][CH:6]=1)[NH2:4].[C:11]([C:13]1[CH:14]=[C:15]([CH:19]=[CH:20][CH:21]=1)[C:16](Cl)=O)#[N:12].N>>[N:8]1[CH:9]=[CH:10][C:5]([C:3]2[N:4]=[C:16]([C:15]3[CH:14]=[C:13]([CH:21]=[CH:20][CH:19]=3)[C:11]#[N:12])[O:1][N:2]=2)=[CH:6][N:7]=1. Procedure: The titled compound was prepared according to the procedure of Method D using the product of Example 83D and 3-cyanobenzoyl chloride (Aldrich). 1H NMR (300 MHz, CD3OD) δ 7.86 (t, J=7.9 Hz, 1 H), 8.09 (ddd, J=8.1, 1.4, 1.2 Hz, 1 H), 8.40 (dd, J=5.4, 2.2 Hz, 1 H), 8.55 (dt, J=7.9, 1.6 Hz, 1 H), 8.64 (t, J=2.0 Hz, 1 H), 9.46 (dd, J=5.4, 1.4 Hz, 1 H), 9.88 (dd, J=2.2, 1.4 Hz, 1 H) ppm; MS (DCI/NH3) m/z=250 (M+H)+. Starting materials: C(CC#N)#N (malononitrile), [Br-].[K+] (potassium bromide), BrBr (bromine). Reaction SMILES: [C:1](#[N:5])[CH2:2][C:3]#[N:4].[Br-:6].[K+:7].[Br:8]Br>O>[Br:6][C:2]([Br:8])([C:1]#[N:5])[C:3]#[N:4].[Br-:6].[K+:7] |f:1.2,5.6.7|. Reported procedure: A mixture of 99 g of malononitrile and 75 g of potassium bromide in 900 ml of water was cooled to 5°-10° and 158 ml of bromine were slowly added at 5°-10° during 21/2 hours. After addition was completed, the mixture was stirred for 2 hours at 5°-10°, then was filtered. The collected solid was washed with 150 ml of ice-water and air-dried on the filter. A second crop was obtained by filtering the filtrate after a short quiescent period. The isolated solids were combined and dried to constant weig... Conditions: time 2 hour. The solvent is O (water). The product is BrC(C#N)(C#N)Br.[Br-].[K+] (Dibromomalononitrile potassium bromide).